The task is: describe an organic reaction: reactants, conditions, products, and yield. This data is from the Open Reaction Database (ORD), a public repository of structured organic reaction records. Starting materials: O=C([O-])[O-], ClCCOCCCl, [K+], [K+], CC(C)n1nc(Br)c2ccc(N)cc2c1=O, CN(C)C=O. Yields the product CC(C)n1nc(Br)c2ccc(N3CCOCC3)cc2c1=O. Reaction SMILES: [C:17](=[O:18])([O-:19])[O-:20].[Cl:23][CH2:24][CH2:25][O:26][CH2:27][CH2:28][Cl:29].[K+:21].[K+:22].[NH2:1][c:2]1[cH:3][cH:4][c:5]2[c:6]([Br:16])[n:7][n:8]([CH:13]([CH3:14])[CH3:15])[c:9](=[O:12])[c:10]2[cH:11]1.[O:30]=[CH:31][N:32]([CH3:33])[CH3:34]>>[N:1]1([c:2]2[cH:3][cH:4][c:5]3[c:6]([Br:16])[n:7][n:8]([CH:13]([CH3:14])[CH3:15])[c:9](=[O:12])[c:10]3[cH:11]2)[CH2:24][CH2:25][O:26][CH2:27][CH2:28]1. The reactants are F[B-](F)(F)F, CNC, CCN(C(C)C)C(C)C, CC(c1c(Cl)ccc(F)c1Cl)c1c[nH]c2ncc(-c3cnn(CC(=O)O)c3)cc12, ClCCl, Cl, CN(C)C(On1nnc2ccccc21)=[N+](C)C. Yields the product CC(c1c(Cl)ccc(F)c1Cl)c1c[nH]c2ncc(-c3cnn(CC(N)=O)c3)cc12. Reaction SMILES: [B-:34]([F:35])([F:36])([F:37])[F:38].[CH3:31][NH:32][CH3:33].[CH:56]([N:57]([CH2:58][CH3:59])[CH:60]([CH3:61])[CH3:62])([CH3:63])[CH3:64].[Cl:1][c:2]1[c:3]([CH:10]([CH3:11])[c:12]2[cH:13][nH:14][c:15]3[n:16][cH:17][c:18](-[c:21]4[cH:22][n:23][n:24]([CH2:26][C:27](=[O:28])[OH:29])[cH:25]4)[cH:19][c:20]23)[c:4]([Cl:9])[cH:5][cH:6][c:7]1[F:8].[Cl:65][CH2:66][Cl:67].[ClH:30].[n:39]1([O:40][C:41]([N:42]([CH3:43])[CH3:44])=[N+:45]([CH3:46])[CH3:47])[c:48]2[cH:49][cH:50][cH:51][cH:52][c:53]2[n:54][n:55]1>>[Cl:1][c:2]1[c:3]([CH:10]([CH3:11])[c:12]2[cH:13][nH:14][c:15]3[n:16][cH:17][c:18](-[c:21]4[cH:22][n:23][n:24]([CH2:26][C:27](=[O:29])[NH2:32])[cH:25]4)[cH:19][c:20]23)[c:4]([Cl:9])[cH:5][cH:6][c:7]1[F:8]. Starting materials: COC(CBr)OC, Cc1ccc(Br)c(O)c1, CCO, CC[O-], [Na+]. The product is COC(COc1cc(C)ccc1Br)OC. As a reaction SMILES: [Br:14][CH2:15][CH:16]([O:17][CH3:18])[O:19][CH3:20].[Br:5][c:6]1[c:7]([OH:13])[cH:8][c:9]([CH3:12])[cH:10][cH:11]1.[CH3:21][CH2:22][OH:23].[CH3:2][CH2:3][O-:4].[Na+:1]>>[Br:5][c:6]1[c:7]([O:13][CH2:15][CH:16]([O:17][CH3:18])[O:19][CH3:20])[cH:8][c:9]([CH3:12])[cH:10][cH:11]1. The reactants are C(C1=CC=CC=C1)OCCO (2-benzyloxyethanol), [H-].[Na+] (sodium hydride), BrC=1C=NNC1 (4-Bromopyrazole). Run in O1CCCC1 (tetrahydrofuran). Conditions: time 30 minute. Yields the product BrCCOCC1=CC=CC=C1 (benzyl 2-bromoethyl ether). RXN SMILES: [Br:1]C1C=NNC=1.[H-].[Na+].[CH2:9]([O:16][CH2:17][CH2:18]O)[C:10]1[CH:15]=[CH:14][CH:13]=[CH:12][CH:11]=1>O1CCCC1>[Br:1][CH2:18][CH2:17][O:16][CH2:9][C:10]1[CH:15]=[CH:14][CH:13]=[CH:12][CH:11]=1 |f:1.2|. Procedure: 4-Bromopyrazole (2.205 g) was dissolved in tetrahydrofuran (20 ml). Under ice cooling, 60% sodium hydride (625 mg) was added thereto followed by stirring. After 30 min, benzyl 2-bromoethyl ether (3.872 g) obtained from 2-benzyloxyethanol in the same manner as the one of Production Example 1 was added thereto and the resultant mixture was stirred at room temperature overnight. Then the reaction solution was partitioned between ethyl acetate and water and the organic layer was washed with water, d... Reactants: [BH3-]C#N, CC(=O)O, CO, NCCNc1cccc(Cl)c1, Cl, O=C1CN2CCC1CC2, [Na+]. Product: Clc1cccc(NCCNC2CN3CCC2CC3)c1. RXN SMILES: [C:26]([BH3-:27])#[N:28].[CH3:22][C:23](=[O:24])[OH:25].[CH3:30][OH:31].[Cl:1][c:2]1[cH:3][c:4]([NH:8][CH2:9][CH2:10][NH2:11])[cH:5][cH:6][cH:7]1.[ClH:12].[N:13]12[CH2:14][C:15](=[O:21])[CH:16]([CH2:17][CH2:18]1)[CH2:19][CH2:20]2.[Na+:29]>>[Cl:1][c:2]1[cH:3][c:4]([NH:8][CH2:9][CH2:10][NH:11][CH:15]2[CH2:14][N:13]3[CH2:18][CH2:17][CH:16]2[CH2:19][CH2:20]3)[cH:5][cH:6][cH:7]1. Reactants: S1C=C(C=C1)B(O)O (3-thienylboronic acid), BrC1=CC=C(S1)S(=O)(=O)N1C=CC=C1 (N-(5-bromothiophene-2-sulfonyl)pyrrole). Yields the product S1C=C(C=C1)C1=CC=C(S1)S(=O)(=O)N1C=CC=C1 (N-[5-(3-thienyl)thiophene-2-sulfonyl]pyrrole). RXN SMILES: [S:1]1[CH:5]=[CH:4][C:3](B(O)O)=[CH:2]1.Br[C:10]1[S:14][C:13]([S:15]([N:18]2[CH:22]=[CH:21][CH:20]=[CH:19]2)(=[O:17])=[O:16])=[CH:12][CH:11]=1>>[S:1]1[CH:5]=[CH:4][C:3]([C:10]2[S:14][C:13]([S:15]([N:18]3[CH:22]=[CH:21][CH:20]=[CH:19]3)(=[O:16])=[O:17])=[CH:12][CH:11]=2)=[CH:2]1. Procedure details: N-[5-(3-thienyl)thiophene-2-sulfonyl]pyrrole was prepared in the same manner as described in Example 32C from 3-thienylboronic acid and N-(5-bromothiophene-2-sulfonyl)pyrrole in quantitative yield. This was purified by recrystallization using hexane/ethyl acetate as solvent. Starting materials: Cl.FC1=CC=C(C=2C[C@H](COC21)N(C2CCC2)C2CCC2)OC ((R)-8-Fluoro-3-(N,N-dicyclobutylamino)-5-methoxy-3,4-dihydro-2H-1-benzopyran hydrochloride), B(Br)(Br)Br (BBr3). The solvent is C(Cl)Cl (CH2Cl2), C(Cl)Cl (CH2Cl2). Run at temperature -40 celsius. The product is FC1=CC=C(C=2C[C@H](COC21)N(C2CCC2)C2CCC2)O ((R)-8-Fluoro-3-(N,N-dicyclobutylamino)-5-hydroxy-3,4-dihydro-2H-1-benzopyran). The yield is 88.1%. Reaction SMILES: Cl.[F:2][C:3]1[C:12]2[O:11][CH2:10][C@H:9]([N:13]([CH:18]3[CH2:21][CH2:20][CH2:19]3)[CH:14]3[CH2:17][CH2:16][CH2:15]3)[CH2:8][C:7]=2[C:6]([O:22]C)=[CH:5][CH:4]=1.B(Br)(Br)Br>C(Cl)Cl>[F:2][C:3]1[C:12]2[O:11][CH2:10][C@H:9]([N:13]([CH:14]3[CH2:17][CH2:16][CH2:15]3)[CH:18]3[CH2:19][CH2:20][CH2:21]3)[CH2:8][C:7]=2[C:6]([OH:22])=[CH:5][CH:4]=1 |f:0.1|. Procedure details: (R)-8-Fluoro-3-(N,N-dicyclobutylamino)-5-methoxy-3,4-dihydro-2H-1-benzopyran hydrochloride (0.77 g, 2.26 mmol) was dissolved in anhydrous CH2Cl2 (20 mL) and cooled to -40° C. To the solution was BBr3 (0.54 mL, 5.7 mmol), dissolved in anhydrous CH2Cl2 (3 mL), added dropwise. The cooling-bath was removed and after 2 h at room temperature the reaction was completed. The reaction was poured out onto an ice/2M NH3 solution and the mixture was extracted, twice, with (MgSO4), filtered, and the solvent ...